Dataset: the Open Reaction Database (ORD), a public repository of structured organic reaction records. Task: describe an organic reaction: reactants, conditions, products, and yield Reactants: ClC=1C=C(C=2C=NN(C2C1)C1CCCC1)C(=O)O (6-chloro-1-cyclopentyl-1H-indazole-4-carboxylic acid), NCC=1C(NC(=CC1CCC)C)=O (3-(aminomethyl)-6-methyl-4-propyl-2(1H)-pyridinone). Yields the product ClC=1C=C(C=2C=NN(C2C1)C1CCCC1)C(=O)NCC=1C(NC(=CC1CCC)C)=O (6-chloro-1-cyclopentyl-N-[(6-methyl-2-oxo-4-propyl-1,2-dihydro-3-pyridinyl)methyl]-1H-indazole-4-carboxamide). RXN SMILES: [Cl:1][C:2]1[CH:3]=[C:4]([C:16]([OH:18])=O)[C:5]2[CH:6]=[N:7][N:8]([CH:11]3[CH2:15][CH2:14][CH2:13][CH2:12]3)[C:9]=2[CH:10]=1.[NH2:19][CH2:20][C:21]1[C:22](=[O:31])[NH:23][C:24]([CH3:30])=[CH:25][C:26]=1[CH2:27][CH2:28][CH3:29]>>[Cl:1][C:2]1[CH:3]=[C:4]([C:16]([NH:19][CH2:20][C:21]2[C:22](=[O:31])[NH:23][C:24]([CH3:30])=[CH:25][C:26]=2[CH2:27][CH2:28][CH3:29])=[O:18])[C:5]2[CH:6]=[N:7][N:8]([CH:11]3[CH2:12][CH2:13][CH2:14][CH2:15]3)[C:9]=2[CH:10]=1. Procedure: The title compound was prepared in the same manner as described for example 3 (step c) from 6-chloro-1-cyclopentyl-1H-indazole-4-carboxylic acid (0.12 g, 0.453 mmol) and 3-(aminomethyl)-6-methyl-4-propyl-2(1H)-pyridinone (0.128 g, 0.680 mmol). The final product was collected as 0.170 g (86%); 1H NMR (400 MHz, DMSO-d6) δ ppm 0.89 (t, J=7.33 Hz, 3H), 1.45-1.57 (m, 2H), 1.61-1.74 (m, 2H), 1.80-1.92 (m, 2H), 1.92-2.03 (m, 2H), 2.05-2.19 (m, 5H), 4.36 (d, J=5.05 Hz, 2H), 5.21 (t, J=7.07 Hz, 1H), 5.91...